From a dataset of the Open Reaction Database (ORD), a public repository of structured organic reaction records. describe an organic reaction: reactants, conditions, products, and yield The reactants are OOS(=O)[O-].[K+] (Oxone), CSCN1N=C(C=C1)[N+](=O)[O-] (1-methylsulfanylmethyl-3-nitro-1H-pyrazole), CO (methanol). The solvent is O (water). Run at time 16 hour. The product is CS(=O)(=O)CN1N=C(C=C1)[N+](=O)[O-] (1-methanesulfonylmethyl-3-nitro-1H-pyrazole). Yield: 80.0%. RXN SMILES: O[O:2][S:3]([O-:5])=O.[K+].CS[CH2:9][N:10]1[CH:14]=[CH:13][C:12]([N+:15]([O-:17])=[O:16])=[N:11]1.[CH3:18]O>O>[CH3:18][S:3]([CH2:9][N:10]1[CH:14]=[CH:13][C:12]([N+:15]([O-:17])=[O:16])=[N:11]1)(=[O:5])=[O:2] |f:0.1|. Reported procedure: Oxone (2.05 g, 3.36 mmol) was added to a mixture of 1-methylsulfanylmethyl-3-nitro-1H-pyrazole (194 mg, 1.12 mmol) in methanol (10 mL) and deionized water (100 μL) was allowed to proceed for 16 h with vigorous stirring. The solvent was removed in vacuo and the crude material was purified by ISCO flash column chromatography (Teledyne Isco RediSep Flash Column 10 g; 0% ethyl acetate/hexanes to 50% ethyl acetate/hexanes) afforded 1-methanesulfonylmethyl-3-nitro-1H-pyrazole as a white solid (184 mg,... Reactants: Cl, O=N[O-], CC1CC(=O)NN=C1c1ccc(N)cc1, [Na+], [Na+], [OH-], O, O, O, Cl[Sn]Cl. The product is CC1CC(=O)NN=C1c1ccc(NN)cc1. As a reaction SMILES: [ClH:28].[N:1]([O-:2])=[O:3].[NH2:5][c:6]1[cH:7][cH:8][c:9]([C:12]2=[N:17][NH:16][C:15](=[O:18])[CH2:14][CH:13]2[CH3:19])[cH:10][cH:11]1.[Na+:26].[Na+:4].[OH-:25].[OH2:20].[OH2:21].[OH2:27].[Sn:22]([Cl:23])[Cl:24]>>[NH2:1][NH:5][c:6]1[cH:7][cH:8][c:9]([C:12]2=[N:17][NH:16][C:15](=[O:18])[CH2:14][CH:13]2[CH3:19])[cH:10][cH:11]1. The reactants are CCCCCCC.CCOC(=O)C (n-heptane EtOAc), methyl 2-methoxy-2-triphenylphosphonium acetate, C1CCC2=NCCCN2CC1 (DBU), C(Cl)Cl (CH2Cl2), N1=C(C=CC2=CC=CC=C12)/C=C/C=O ((2E)-3-(quinolin-2-yl)-propenal). Run at time 15 minute. The product is N1=C(C=CC2=CC=CC=C12)/C=C/C=C(/C(=O)OC)\OC (Methyl (2Z,4E)-5-(quinolin-2-yl)-2-methoxy-2,4-pentadienoate). The yield is 66.6%. As a reaction SMILES: [CH2:1]1[CH2:11][CH2:10][N:9]2C(=NCCC2)C[CH2:2]1.N1C2C(=CC=CC=2)C=CC=1/C=C/[CH:24]=[O:25].[CH3:26][CH2:27][CH2:28][CH2:29][CH2:30][CH2:31][CH3:32].C[CH2:34][O:35][C:36]([CH3:38])=[O:37].[CH2:39](Cl)Cl>>[N:9]1[C:10]2[C:31](=[CH:32][CH:2]=[CH:1][CH:11]=2)[CH:30]=[CH:29][C:28]=1/[CH:27]=[CH:26]/[CH:39]=[C:38](\[O:25][CH3:24])/[C:36]([O:35][CH3:34])=[O:37] |f:2.3|. Reported procedure: A suspension of methyl 2-methoxy-2-triphenylphosphonium acetate (2.22 g, 5.0 mmol) and DBU (750 mg, 5.0 mmol) in CH2Cl2 (20 ml) was stirred at RT for 15 minutes. Then (2E)-3-(quinolin-2-yl)-propenal (460 mg, 2.51 mmol) was added and the reaction conducted as seen for example 1. After a chromatography on silicagel (n-heptane/EtOAc 4/1) pure title compound was obtained (450 mg, 1.67 mmol, yield 66.6%) as brown crystals, m.p.=88°. The reactants are OCC(O)CO (glycerin), polyisocyanate, polyisocyanate, [N-]=C=O (isocyanate). The product is [N-]=C=O (isocyanate), C1C(C)O1 (propylene oxide), C1CO1 (ethylene oxide), alkylene oxide. Reaction SMILES: [N-:1]=[C:2]=[O:3].O[CH2:5][CH:6]([CH2:8][OH:9])O>>[N-:1]=[C:2]=[O:3].[CH2:8]1[O:9][CH:6]1[CH3:5].[CH2:8]1[O:9][CH2:6]1. Reported procedure: The organic polyisocyanate H (NCO content=28.1%) in the form of a prepolymer was prepared in a manner similar to that in the preparation of the organic polyisocyanate B, except that 16.0 parts of an isocyanate-modifying polyether polyol (functionality of the starting material=3; hydroxyl equivalent=1700; and EO content=95%) was reacted with polymethylene polyphenylisocyanate, which isocyanate-modifying polyether polyol was obtained by addition polymerization of propylene oxide and ethylene oxide... RXN SMILES: [CH2:14]([OH:15])[CH2:16][CH2:17][CH3:18].[CH2:7]([CH3:8])[SiH:9]([CH2:10][CH3:11])[CH2:12][CH3:13].[CH3:1][C:2]([CH:3]=[CH2:4])([CH3:5])[OH:6]>>[CH3:1][C:2]([CH2:3][CH2:4][Si:9]([CH2:7][CH3:8])([CH2:10][CH3:11])[CH2:12][CH3:13])([CH3:5])[OH:6]. The product is CC[Si](CC)(CC)CCC(C)(C)O. The reactants are CCCCO, CC[SiH](CC)CC, C=CC(C)(C)O. Reactants: O(O)C(C)(C)C=1C=C2C=CC(=CC2=CC1)C(=O)O (6-(2-hydroperoxy-2-propyl)naphthalene-2-carboxylic acid), OC(C)(C)C=1C=C2C=CC(=CC2=CC1)C(=O)O (6-(2-hydroxy-2-propyl)naphthalene-2-carboxylic acid), OO (hydrogen peroxide), Cl(=O)(=O)(=O)O (perchloric acid). The solvent is C(C)#N (acetonitrile). Product: OC=1C=C2C=CC(=CC2=CC1)C(=O)O (6-hydroxynaphthalene-2-carboxylic acid). RXN SMILES: O(C([C:6]1[CH:7]=[C:8]2[C:13](=[CH:14][CH:15]=1)[CH:12]=[C:11]([C:16]([OH:18])=[O:17])[CH:10]=[CH:9]2)(C)C)O.[OH:19]C(C1C=C2C(=CC=1)C=C(C(O)=O)C=C2)(C)C.OO.Cl(O)(=O)(=O)=O>C(#N)C>[OH:19][C:6]1[CH:7]=[C:8]2[C:13](=[CH:14][CH:15]=1)[CH:12]=[C:11]([C:16]([OH:18])=[O:17])[CH:10]=[CH:9]2. Reported procedure: The above-mentioned white powdery material consisting of 6-(2-hydroperoxy-2-propyl)naphthalene-2-carboxylic acid and 6-(2-hydroxy-2-propyl)naphthalene-2-carboxylic acid was reacted in a solvent, acetonitrile, at 50° C. for 30 minutes adding hydrogen peroxide and perchloric acid. Thus, the two compounds were simultaneously subjected to acid decomposition to form 6-hydroxynaphthalene-2-carboxylic acid nearly quantitatively. The reactants are C(C)C=1C(NC(NC1SC1=CC(=CC(=C1)C)C)=O)=O (5-Ethyl-6-(3,5-dimethylphenyl)thio-2,4-pyrimidinedione), BrC=1C=C(CBr)C=C(C1)Br (3,5-dibromobenzyl bromide). The product is BrC=1C=C(CN2C(NC(C(=C2SC2=CC(=CC(=C2)C)C)CC)=O)=O)C=C(C1)Br (1-(3,5-Dibromobenzyl)-5-ethyl-6-(3,5-dimethylphenyl)thio-2,4-pyrimidinedione). Isolated yield 67.9%. Reaction SMILES: [CH2:1]([C:3]1[C:4](=[O:19])[NH:5][C:6](=[O:18])[NH:7][C:8]=1[S:9][C:10]1[CH:15]=[C:14]([CH3:16])[CH:13]=[C:12]([CH3:17])[CH:11]=1)[CH3:2].[Br:20][C:21]1[CH:22]=[C:23]([CH:26]=[C:27]([Br:29])[CH:28]=1)[CH2:24]Br>>[Br:20][C:21]1[CH:22]=[C:23]([CH:26]=[C:27]([Br:29])[CH:28]=1)[CH2:24][N:7]1[C:8]([S:9][C:10]2[CH:11]=[C:12]([CH3:17])[CH:13]=[C:14]([CH3:16])[CH:15]=2)=[C:3]([CH2:1][CH3:2])[C:4](=[O:19])[NH:5][C:6]1=[O:18]. Procedure: 5-Ethyl-6-(3,5-dimethylphenyl)thio-2,4-pyrimidinedione and 3,5-dibromobenzyl bromide were reacted by the same way with the example 1 to obtain the titled compound (356 mg, yield: 67.9%). The reactants are Cl (hydrochloric acid), C(CCC)[Li] (butyllithium), C(C)(C)(C)[NH-] (tertbutylamide), CC1=NOC(=C1)C(=O)O (3-methylisoxazole-5-carboxylic acid), O1CCCC1 (tetrahydrofuran). The solvent is CN(C=O)C (dimethylformamide), O (water). Conditions: time 1 hour. The product is C(C)(C)(C)[NH-] (tert-butylamide), C(=O)C=1C(=NOC1C(=O)O)C (4-formyl-3-methylisoxazole-5-carboxylic acid). Reaction SMILES: C([Li])CCC.[C:6]([NH-:10])([CH3:9])([CH3:8])[CH3:7].[CH3:11][C:12]1[CH:16]=[C:15]([C:17]([OH:19])=[O:18])[O:14][N:13]=1.Cl.[O:21]1CCC[CH2:22]1>O.CN(C)C=O>[C:6]([NH-:10])([CH3:9])([CH3:8])[CH3:7].[CH:22]([C:16]1[C:12]([CH3:11])=[N:13][O:14][C:15]=1[C:17]([OH:19])=[O:18])=[O:21]. Procedure: 56 ml of butyllithium (1.6 molar solution in n-hexane) are added dropwise, at -78° C., to 8 g of the tertbutylamide of 3-methylisoxazole-5-carboxylic acid in 150 ml of tetrahydrofuran. The mixture is stirred for 1 hour, after which 22 ml of dimethylformamide are slowly added dropwise. The mixture is allowed to reach room temperature overnight and is hydrolyzed with water, neutralized with concentrated hydrochloric acid and extracted with ether. The oil which remains after evaporation is chromato...